describe an organic reaction: reactants, conditions, products, and yield From a dataset of the Open Reaction Database (ORD), a public repository of structured organic reaction records. The reactants are ClC=1C=C(C=CC1OC(F)F)C(C)=O (1-(3-chloro-4-difluoromethoxy-phenyl)-ethanone), tertiary alcohol, C(CCC)[Li] (n-butyllithium), BrC1=CC(=CC=C1)Br (1,3-dibromobenzene). The solvent is O1CCCC1 (tetrahydrofuran), O1CCCC1 (tetrahydrofuran). Conditions: temperature -78 celsius, time 30 minute. The product is BrC=1C=C(C=CC1)C(=C)C1=CC(=C(C=C1)OC(F)F)Cl (4-[1-(3-Bromo-phenyl)-vinyl]-2-chloro-1-difluoromethoxy-benzene), oil. Yield: 27.0%. RXN SMILES: C([Li])CCC.Br[C:7]1[CH:12]=[CH:11][CH:10]=[C:9]([Br:13])[CH:8]=1.[Cl:14][C:15]1[CH:16]=[C:17]([C:25](=O)[CH3:26])[CH:18]=[CH:19][C:20]=1[O:21][CH:22]([F:24])[F:23]>O1CCCC1>[Br:13][C:9]1[CH:8]=[C:7]([C:25]([C:17]2[CH:18]=[CH:19][C:20]([O:21][CH:22]([F:23])[F:24])=[C:15]([Cl:14])[CH:16]=2)=[CH2:26])[CH:12]=[CH:11][CH:10]=1. Procedure: A solution of n-butyllithium (1.6 M in hexane, 16.4 mL, 26.2 mmol, 1.16 eq.) was added dropwise over 20 min to a solution of 1,3-dibromobenzene (3.00 mL, 24.8 mmol, 1.1 eq) in 25 mL of dry tetrahydrofuran at −78° C. and under an inert atmosphere. The white suspension formed was stirred at −78° C. for 30 min. A solution of 1-(3-chloro-4-difluoromethoxy-phenyl)-ethanone (7 g, 31.7 mmol, 1.0 eq.) in 25 mL of tetrahydrofuran was then added dropwise and the reaction stirred for 1 h. The reaction mixt...